describe an organic reaction: reactants, conditions, products, and yield From a dataset of the Open Reaction Database (ORD), a public repository of structured organic reaction records. Starting materials: II (Iodine), NC1=NN(C=C1C1C(C1)(Br)Br)C1=C(C=C(C=C1Cl)C(F)(F)F)Cl (3-Amino-4-(2,2-dibromocyclopropyl)-1-(2,6-dichloro-4-trifluoromethylphenyl)pyrazole), N(=O)OC(C)(C)C (t-butyl nitrite). The solvent is ClCCl (dichioromethane). Conditions: time 2 hour. Yields the product BrC1(C(C1)C=1C(=NN(C1)C1=C(C=C(C=C1Cl)C(F)(F)F)Cl)I)Br (4-(2,2-Dibromocyclopropyl)-1-(2,6-dichloro-4-trifluoromethylphenyl)-3-iodopyrazole). As a reaction SMILES: [I:1]I.N[C:4]1[C:8]([CH:9]2[CH2:11][C:10]2([Br:13])[Br:12])=[CH:7][N:6]([C:14]2[C:19]([Cl:20])=[CH:18][C:17]([C:21]([F:24])([F:23])[F:22])=[CH:16][C:15]=2[Cl:25])[N:5]=1.N(OC(C)(C)C)=O>ClCCl>[Br:12][C:10]1([Br:13])[CH2:11][CH:9]1[C:8]1[C:4]([I:1])=[N:5][N:6]([C:14]2[C:19]([Cl:20])=[CH:18][C:17]([C:21]([F:24])([F:23])[F:22])=[CH:16][C:15]=2[Cl:25])[CH:7]=1. Reported procedure: Iodine (0.55 g) was added to a stirred solution of the title compound of Example 8 (0.40 g) in dichioromethane (10 ml), followed by the dropwise addition of t-butyl nitrite (0.21 g). The reaction mixture was stirred at room temperature for 2 hours, then partitioned between dichloromethane and aqueous sodium thiosulphate solution and the organic phase separated, dried and evaporated under reduced pressure. The residue was purified by column chromatography on silica gel, using hexane and then dich... Conditions: temperature 100 celsius. Procedure details: 415 mg N-(2-acetyl-4-bromophenyl)acetamide and 0.624 g of ammonium acetate was dissolved in 5 mL of glacial acetic acid and heated for 2 days at 100° C. The solvent was removed and the residue suspended in water and extracted with DCM. The organic phase was concentrated and purified via FCC (25 g SiO2, DCM:MeOH 100:0→70:30) to yield 90 mg of 6-bromo-2,4-dimethylquinazoline as oil. Analysis: HPLC-MS: Rt=1.26 min (method V003—003), M+H=237/239. The product is BrC=1C=C2C(=NC(=NC2=CC1)C)C (6-bromo-2,4-dimethylquinazoline). The reactants are C(C)(=O)C1=C(C=CC(=C1)Br)NC(C)=O (N-(2-acetyl-4-bromophenyl)acetamide), C(C)(=O)[O-].[NH4+] (ammonium acetate). The yield is 23.4%. RXN SMILES: [C:1]([C:4]1[CH:9]=[C:8]([Br:10])[CH:7]=[CH:6][C:5]=1[NH:11][C:12](=O)[CH3:13])(=O)[CH3:2].C([O-])(=O)C.[NH4+:19]>C(O)(=O)C>[Br:10][C:8]1[CH:9]=[C:4]2[C:5](=[CH:6][CH:7]=1)[N:11]=[C:12]([CH3:13])[N:19]=[C:1]2[CH3:2] |f:1.2|. Run in C(C)(=O)O (acetic acid). Reaction conditions: time 24 hour. Run in O1CCCC1 (tetrahydrofuran). Yields the product CN1C(=NC=C1[N+](=O)[O-])C(=O)NNC(=S)N (1-(1-methyl-5-nitro-2-imidazolecarbonyl)-3-thiosemicarbazide). Reactants: CN1C(=NC=C1[N+](=O)[O-])C(=O)Cl (1-methyl-5-nitro-2-imidazolecarboxylic acid chloride), NNC(=S)N (thiosemicarbazide). As a reaction SMILES: [CH3:1][N:2]1[C:6]([N+:7]([O-:9])=[O:8])=[CH:5][N:4]=[C:3]1[C:10](Cl)=[O:11].[NH2:13][NH:14][C:15]([NH2:17])=[S:16]>O1CCCC1>[CH3:1][N:2]1[C:6]([N+:7]([O-:9])=[O:8])=[CH:5][N:4]=[C:3]1[C:10]([NH:13][NH:14][C:15]([NH2:17])=[S:16])=[O:11]. Procedure details: To 1-methyl-5-nitro-2-imidazolecarboxylic acid chloride (1.1 g.) in 25 ml. of dry tetrahydrofuran is added 0.55 g. powdered thiosemicarbazide and the mixture is stirred at room temperature for 24 hours. The reaction mixture is evaporated to dryness and water is added. The solution is made basic with sodium hydroxide and the solid is filtered, washed with water and dried affording 1-(1-methyl-5-nitro-2-imidazolecarbonyl)-3-thiosemicarbazide. The reactants are O (water), BrC=1C=C(C=CC1)NC1=C(C=NC2=CC(=C(C=C12)O)O)C#N (4-[(3-bromophenyl)amino]-6,7-dihydroxy-3-quinolinecarbonitrile), BrCCl (bromochloromethane), C([O-])([O-])=O.[Cs+].[Cs+] (cesium carbonate). The solvent is CN(C=O)C (N,N-dimethylformamide). Run at temperature 111 celsius, time 2 hour. The product is BrC=1C=C(C=CC1)NC1=C(C=NC=2C=C3C(=CC12)OCO3)C#N (8-[(3-bromophenyl)amino]-[1,3]-dioxolo[4,5-g]quinoline-7-carbonitrile). The yield is 42.4%. As a reaction SMILES: [Br:1][C:2]1[CH:3]=[C:4]([NH:8][C:9]2[C:18]3[C:13](=[CH:14][C:15]([OH:20])=[C:16]([OH:19])[CH:17]=3)[N:12]=[CH:11][C:10]=2[C:21]#[N:22])[CH:5]=[CH:6][CH:7]=1.Br[CH2:24]Cl.C(=O)([O-])[O-].[Cs+].[Cs+].O>CN(C)C=O>[Br:1][C:2]1[CH:3]=[C:4]([NH:8][C:9]2[C:18]3[CH:17]=[C:16]4[O:19][CH2:24][O:20][C:15]4=[CH:14][C:13]=3[N:12]=[CH:11][C:10]=2[C:21]#[N:22])[CH:5]=[CH:6][CH:7]=1 |f:2.3.4|. Procedure: A mixture of 2.17 g (6.09 mmole) of 4-[(3-bromophenyl)amino]-6,7-dihydroxy-3-quinolinecarbonitrile, 0.59 ml (1.18 g; 9.14 mmole) of bromochloromethane and 2.98 g (9.14 mmole) of cesium carbonate in 20 ml of N,N-dimethylformamide was heated and stirred for 2 hours in an oil bath at 111° C. The reaction was poured into 75 ml of water and extracted with four 50 ml portions of methylene chloride. The combined methylene chloride extracts were washed with several portions of water. This solution was t... The reactants are C(C)(=O)[O-].[Na+] (sodium acetate), ClCC1=NC2=CC3=C(C=C2C(=N1)C1=CC2=C(C=C1)OCO2)OCO3 (2-chloromethyl-6,7-methylenedioxy-4-(3,4-methylenedioxy-phenyl)quinazoline), ice water. Solvent: CN(C)C=O (DMF). Run at temperature 100 celsius. Yields the product C(C)(=O)OCC1=NC2=CC3=C(C=C2C(=N1)C1=CC2=C(C=C1)OCO2)OCO3 (2-Acetoxymethyl-6,7-methylenedioxy-4-(3,4-methylenedioxyphenyl)quinazoline). Yield: 51.9%. RXN SMILES: Cl[CH2:2][C:3]1[N:12]=[C:11]([C:13]2[CH:18]=[CH:17][C:16]3[O:19][CH2:20][O:21][C:15]=3[CH:14]=2)[C:10]2[C:5](=[CH:6][C:7]3[O:24][CH2:23][O:22][C:8]=3[CH:9]=2)[N:4]=1.[C:25]([O-:28])(=[O:27])[CH3:26].[Na+]>CN(C=O)C>[C:25]([O:28][CH2:2][C:3]1[N:12]=[C:11]([C:13]2[CH:18]=[CH:17][C:16]3[O:19][CH2:20][O:21][C:15]=3[CH:14]=2)[C:10]2[C:5](=[CH:6][C:7]3[O:24][CH2:23][O:22][C:8]=3[CH:9]=2)[N:4]=1)(=[O:27])[CH3:26] |f:1.2|. Procedure: A suspension of 2-chloromethyl-6,7-methylenedioxy-4-(3,4-methylenedioxy-phenyl)quinazoline (159 mg, 0.5 mmol) in DMF (2 mL) was treated with sodium acetate (104 mg, 1.2 mmol). The mixture was heated at 100° C. for 2 h, than it was poured into ice-water. The precipitated solid was collected by filtration, washed with water, and dried. The crude product was crystallized from EtOAc-hexane to give the title compound as colorless needles (95 mg); mp 144-147° C.; 1H NMR (CDCl3) 7.37 (s, 1H), 7.33 (s, ...